Dataset: the Open Reaction Database (ORD), a public repository of structured organic reaction records. Task: describe an organic reaction: reactants, conditions, products, and yield Starting materials: C(=C)C1(CC1)CC(=O)OCC (Ethyl (1-vinylcyclopropyl)acetate), C([O-])(O)=O.[Na+] (sodium bicarbonate), CO (methanol), BrBr (bromine), C[O-].[Na+] (sodium methoxide). The solvent is C1CCOC1 (THF), C1CCOC1 (THF). Run at time 30 minute. The product is BrCCC1(CC1)CC(=O)OCC (Ethyl [1-(2-bromoethyl)cyclopropyl]acetate). As a reaction SMILES: [CH:1]([C:3]1([CH2:6][C:7]([O:9][CH2:10][CH3:11])=[O:8])[CH2:5][CH2:4]1)=[CH2:2].CO.[Br:14]Br.C[O-].[Na+].C(=O)(O)[O-].[Na+]>C1COCC1>[Br:14][CH2:2][CH2:1][C:3]1([CH2:6][C:7]([O:9][CH2:10][CH3:11])=[O:8])[CH2:5][CH2:4]1 |f:3.4,5.6|. Procedure: Under argon, 30.86 ml (30.86 mmol) of borane/THF complex solution (1 M in THF) are added dropwise at 0° C. to a solution of 14.00 g (90.79 mmol) of ethyl (1-vinylcyclopropyl)acetate (Example 2A) in 80 ml of anhydrous THF. After 30 min at 0° C., the mixture is stirred at room temperature for a further 30 min, and 0.20 ml (5.00 mmol) of methanol is then added. At −5° C., 5.61 ml (108.94 mmol) of bromine and 26.98 g (150.0 mmol) of sodium methoxide solution (30% strength in methanol) are then succe... Reactants: [Si](C)(C)(C(C)(C)C)O[C@H]1C[C@H](N(C1)C(=O)OC(C)(C)C)COC1=C2C(=NC=NC2=CC(=C1)OC)NC1=CC(=C(C=C1)F)Cl (tert-Butyl (2S,4S)-4-{[tert-butyl(dimethyl)silyl]oxy}-2-[({4-[3-chloro-4-fluoro-anilino]-7-methoxyquinazolin-5-yl}oxy)methyl]pyrrolidine-1-carboxylate), C(C)#N (acetonitrile). Run in FC(C(=O)O)(F)F (trifluoroacetic acid). Run at time 72 hour. Product: ClC=1C=C(NC2=NC=NC3=CC(=CC(=C23)OC[C@@H]2C[C@@H](CN2)O)OC)C=CC1F ((3S,5S)-5[({4-[3-chloro-4-fluoroanilino]-7-methoxy-quinazolin-5-yl}oxy)methyl]pyrrolidin-3-ol). The yield is 50.8%. Reaction SMILES: [Si]([O:8][C@@H:9]1[CH2:13][N:12](C(OC(C)(C)C)=O)[C@H:11]([CH2:21][O:22][C:23]2[CH:32]=[C:31]([O:33][CH3:34])[CH:30]=[C:29]3[C:24]=2[C:25]([NH:35][C:36]2[CH:41]=[CH:40][C:39]([F:42])=[C:38]([Cl:43])[CH:37]=2)=[N:26][CH:27]=[N:28]3)[CH2:10]1)(C(C)(C)C)(C)C.C(#N)C>FC(F)(F)C(O)=O>[Cl:43][C:38]1[CH:37]=[C:36]([CH:41]=[CH:40][C:39]=1[F:42])[NH:35][C:25]1[C:24]2[C:29](=[CH:30][C:31]([O:33][CH3:34])=[CH:32][C:23]=2[O:22][CH2:21][C@H:11]2[NH:12][CH2:13][C@@H:9]([OH:8])[CH2:10]2)[N:28]=[CH:27][N:26]=1. Reported procedure: tert-Butyl (2S,4S)-4-{[tert-butyl(dimethyl)silyl]oxy}-2-[({4-[3-chloro-4-fluoro-anilino]-7-methoxyquinazolin-5-yl}oxy)methyl]pyrrolidine-1-carboxylate (1.13 g) was dissolved in trifluoroacetic acid (50 ml) and stirred at room temperature for 72 hours. The reaction mixture was then concentrated in vacuo, and excess water was added, followed by the careful addition of saturated aqueous sodium hydrogen carbonate. The mixture was extracted with 3% methanol in DCM and the organic layer was separated,... Starting materials: ClCC=1N=C(SC1)C1=CC=C(C(=O)OC)C=C1 (Methyl 4-[4-(Chloromethyl)-1,3-thiazol-2-yl]benzoate), CC1=CC=C(C=C1)S(=O)[O-].[Na+] (sodium 4-methylbenzenesulfinate). The solvent is CN(C)C=O (DMF). Product: CC1=CC=C(C=C1)S(=O)(=O)CC=1N=C(SC1)C1=CC=C(C(=O)OC)C=C1 (Methyl 4-(4-{[(4-Methylphenyl)sulfonyl]methyl}-1,3-thiazol-2-yl)benzoate). Isolated yield 76.7%. As a reaction SMILES: Cl[CH2:2][C:3]1[N:4]=[C:5]([C:8]2[CH:17]=[CH:16][C:11]([C:12]([O:14][CH3:15])=[O:13])=[CH:10][CH:9]=2)[S:6][CH:7]=1.[CH3:18][C:19]1[CH:24]=[CH:23][C:22]([S:25]([O-:27])=[O:26])=[CH:21][CH:20]=1.[Na+]>CN(C=O)C>[CH3:18][C:19]1[CH:24]=[CH:23][C:22]([S:25]([CH2:2][C:3]2[N:4]=[C:5]([C:8]3[CH:17]=[CH:16][C:11]([C:12]([O:14][CH3:15])=[O:13])=[CH:10][CH:9]=3)[S:6][CH:7]=2)(=[O:27])=[O:26])=[CH:21][CH:20]=1 |f:1.2|. Procedure: Reaction of chloride 51 (402 mg, 1.5 mmol) and sodium 4-methylbenzenesulfinate (294 mg, 1.7 mmol) in dry DMF (10 mL) gave benzoate 52 (446 mg, 77%) as a white powder: mp (EtOAc) 160-161° C.; 1H NMR (CDCl3) δ 8.05 (ddd, J=8.6, 1.9, 1.7 Hz, 2H, H-2, H-6), 7.77 (ddd, J=8.6, 1.9, 1.7 Hz, 2H, H-3, H-5), 7.64 (ddd, J=8.3, 1.9, 1.7 Hz, 2H, H-2″, H-6″), 7.42 (s, 1H, H-5′), 7.27 (br d, J=8.3 Hz, 2H, H-3″, H-5″), 4.60 (s, 2H, CH2SO2), 3.94 (s, 3H, OCH3), 2.41 (s, 3H, CH3); MS m/z 388.6 (MH+, 100%). Anal. ... Reactants: Cl (hydrochloric acid), C(C)(C)(C)OC(=O)N[C@@H]1CNC[C@@H]1CF (3-(S)-tert-butoxycarbonylamino-4-(S)-fluoromethylpyrrolidine). Reported procedure: Concentrated hydrochloric acid (1 ml) was added to 3-(S)-tert-butoxycarbonylamino-4-(S)-fluoromethylpyrrolidine (441 mg, 2.02 mmol) which was cooled in an ice bath, and the mixture was stirred for 10 minutes. The reaction solution was mixed with water (5 ml) and washed with dichloromethane (5 ml×3) and diethyl ether (5 ml×1). The aqueous layer was concentrated under a reduced pressure, and the resulting residue was purified by its recrystallization from methanol to give 288 mg (75%) of the title... RXN SMILES: [ClH:1].C(OC([NH:9][C@H:10]1[C@@H:14]([CH2:15][F:16])[CH2:13][NH:12][CH2:11]1)=O)(C)(C)C>O>[ClH:1].[ClH:1].[NH2:9][C@H:10]1[C@@H:14]([CH2:15][F:16])[CH2:13][NH:12][CH2:11]1 |f:3.4.5|. Product: Cl.Cl.N[C@@H]1CNC[C@@H]1CF (3-(S)-Amino-4-(S)-fluoromethylpyrrolidine dihydrochloride). Isolated yield 75.0%. Reaction conditions: time 10 minute. The solvent is O (water). Reactants: CCBr, CN(C)C(=O)c1ccc(C(=O)O)c(S(=O)(=O)NC(C)(C)C)c1, CC#N, CCOC(C)=O, [K]. The product is CCOC(=O)c1ccc(C(=O)N(C)C)cc1S(=O)(=O)NC(C)(C)C. Reaction SMILES: [Br:24][CH2:25][CH3:26].[C:2]([CH3:3])([CH3:4])([CH3:5])[NH:6][S:7](=[O:8])(=[O:9])[c:10]1[c:11]([C:12](=[O:13])[OH:14])[cH:15][cH:16][c:17]([C:19]([N:20]([CH3:21])[CH3:22])=[O:23])[cH:18]1.[CH3:27][C:28]#[N:29].[CH3:30][CH2:31][O:32][C:33](=[O:34])[CH3:35].[K:1]>>[C:2]([CH3:3])([CH3:4])([CH3:5])[NH:6][S:7](=[O:8])(=[O:9])[c:10]1[c:11]([C:12](=[O:13])[O:14][CH2:25][CH3:26])[cH:15][cH:16][c:17]([C:19]([N:20]([CH3:21])[CH3:22])=[O:23])[cH:18]1. The reactants are C=Cc1cc(CNC(=O)OC(C)(C)C)ccc1NS(C)(=O)=O, ClCCl, O=C(O)C(F)(F)F. The product is C=Cc1cc(CN)ccc1NS(C)(=O)=O. As a reaction SMILES: [C:1]([O:2][C:3](=[O:4])[NH:7][CH2:8][c:9]1[cH:10][c:11]([CH:20]=[CH2:21])[c:12]([NH:15][S:16](=[O:17])(=[O:18])[CH3:19])[cH:13][cH:14]1)([CH3:5])([CH3:6])[CH3:22].[CH2:30]([Cl:31])[Cl:32].[OH:23][C:24]([C:25]([F:26])([F:27])[F:28])=[O:29]>>[NH2:7][CH2:8][c:9]1[cH:10][c:11]([CH:20]=[CH2:21])[c:12]([NH:15][S:16](=[O:17])(=[O:18])[CH3:19])[cH:13][cH:14]1. Reactants: [BH4-], CC(=O)Cc1ccc(-c2ccnc(NC3CC(C)(C)NC(C)(C)C3)n2)cc1, CO, [Na+]. The product is CC(O)Cc1ccc(-c2ccnc(NC3CC(C)(C)NC(C)(C)C3)n2)cc1. Reaction SMILES: [BH4-:28].[CH3:1][C:2]1([CH3:27])[NH:3][C:4]([CH3:25])([CH3:26])[CH2:5][CH:6]([NH:8][c:9]2[n:10][cH:11][cH:12][c:13](-[c:15]3[cH:16][cH:17][c:18]([CH2:21][C:22]([CH3:23])=[O:24])[cH:19][cH:20]3)[n:14]2)[CH2:7]1.[CH3:30][OH:31].[Na+:29]>>[CH3:1][C:2]1([CH3:27])[NH:3][C:4]([CH3:25])([CH3:26])[CH2:5][CH:6]([NH:8][c:9]2[n:10][cH:11][cH:12][c:13](-[c:15]3[cH:16][cH:17][c:18]([CH2:21][CH:22]([CH3:23])[OH:24])[cH:19][cH:20]3)[n:14]2)[CH2:7]1. Reactants: Cl.C(CCCC=C)(N)=N (5-hexenimidamide hydrochloride), C1(=CC=CC=C1)C#CC=O (3-phenyl-2-propynal), C([O-])([O-])=O.[Na+].[Na+] (sodium carbonate). Run in C(C)#N (acetonitrile). Yields the product C(CCC=C)C1=NC=CC(=N1)C1=CC=CC=C1 (2-(4-penten-1-yl)-4-phenylpyrimidine). Isolated yield 20.7%. Reaction SMILES: Cl.[C:2](=[NH:9])([NH2:8])[CH2:3][CH2:4][CH2:5][CH:6]=[CH2:7].[C:10]1([C:16]#[C:17][CH:18]=O)[CH:15]=[CH:14][CH:13]=[CH:12][CH:11]=1.C(=O)([O-])[O-].[Na+].[Na+]>C(#N)C>[CH2:3]([C:2]1[N:8]=[C:16]([C:10]2[CH:15]=[CH:14][CH:13]=[CH:12][CH:11]=2)[CH:17]=[CH:18][N:9]=1)[CH2:4][CH2:5][CH:6]=[CH2:7] |f:0.1,3.4.5|. Procedure details: A mixture of 5-hexenimidamide hydrochloride (P4, 500 mg), 3-phenyl-2-propynal (398 mg), and sodium carbonate (786 mg) in acetonitrile (15 mL) was irradiated in a microwave synthesizer at 120° C. for 40 min and then allowed to cool. The solution was filtered and evaporated in vacuo. The residue was dissolved in dichloromethane and the organic layer was washed with H2O, dried over Na2SO4, filtered and evaporated in vacuo. The crude was purified by column chromatography (eluting with ciclohexane/et... Starting materials: [Cl-].ClC=1C=C(C=CC1Cl)C1(N(C(N(C1)CC1=CC(=CC(=C1)C(F)(F)F)C(F)(F)F)=O)C)CC[N+]12CCC(CC1)(CC2)C2=CC=CC=C2 (4-(3,4-Dichlorophenyl)-4-[2-[4-phenyl-1-azoniabicyclo[2.2.2]oct-1-yl]ethyl]-3-methyl-1-[3,5-bis(trifluoromethyl)benzyl]imidazolidin-2-one chloride). Solvent: CN(C)C=O (DMF). Product: C1(=CC=CC=C1)C12CCN(CC1)CC2 (4-phenyl-1-azabicyclo[2.2.2]-octane). Reaction SMILES: [Cl-].ClC1C=C(C2(CC[N+:34]34[CH2:41][CH2:40][C:37]([C:42]5[CH:47]=[CH:46][CH:45]=[CH:44][CH:43]=5)([CH2:38][CH2:39]3)[CH2:36][CH2:35]4)CN(CC3C=C(C(F)(F)F)C=C(C(F)(F)F)C=3)C(=O)N2C)C=CC=1Cl>CN(C=O)C>[C:42]1([C:37]23[CH2:40][CH2:41][N:34]([CH2:35][CH2:36]2)[CH2:39][CH2:38]3)[CH:43]=[CH:44][CH:45]=[CH:46][CH:47]=1 |f:0.1|. Procedure details: 4-(3,4-Dichlorophenyl)-4-[2-[4-phenyl-1-azoniabicyclo[2.2.2]oct-1-yl]ethyl]-3-methyl-1-[3,5-bis(trifluoromethyl)benzyl]imidazolidin-2-one chloride A mixture of the compound obtained in the previous step and 0.35 g of 4-phenyl-1-azabicyclo[2.2.2]-octane in 1 ml of DMF is heated at 80° C. for 3 hours. After cooling to RT, the reaction mixture is poured into a mixture of 50 ml of water, 50 ml of DCM and 3 ml of concentrated HCl and stirred for 5 minutes. The precipitate formed is wrung, washed with...